Task: describe an organic reaction: reactants, conditions, products, and yield. Dataset: the Open Reaction Database (ORD), a public repository of structured organic reaction records The reactants are CCOCC, COc1ccc(C(=O)Cl)cc1, N, O=C1CCCN1. Yields the product COc1ccc(C(=O)N2CCCC2=O)cc1. Reaction SMILES: [CH3:19][CH2:20][O:21][CH2:22][CH3:23].[CH3:1][O:2][c:3]1[cH:4][cH:5][c:6]([C:7](=[O:8])[Cl:9])[cH:10][cH:11]1.[NH3:18].[NH:12]1[C:13](=[O:17])[CH2:14][CH2:15][CH2:16]1>>[CH3:1][O:2][c:3]1[cH:4][cH:5][c:6]([C:7](=[O:8])[N:12]2[C:13](=[O:17])[CH2:14][CH2:15][CH2:16]2)[cH:10][cH:11]1. Reactants: C1C(C)O1 (Propylene oxide), IC1=C(C=CC=C1)C(F)(F)F (1-iodo-2-(trifluoromethyl)benzene), [Li]CCCC (n-BuLi). Run in C1CCOC1 (THF), CCCCCC (hexane). Run at time 10 minute. The product is FC(C1=C(C=CC=C1)CC(C)O)(F)F (1-[2-(Trifluoromethyl)phenyl]propan-2-ol). Reaction SMILES: I[C:2]1[CH:7]=[CH:6][CH:5]=[CH:4][C:3]=1[C:8]([F:11])([F:10])[F:9].[Li]CCCC.[CH2:17]1[O:20][CH:18]1[CH3:19]>C1COCC1.CCCCCC>[F:9][C:8]([F:11])([F:10])[C:3]1[CH:4]=[CH:5][CH:6]=[CH:7][C:2]=1[CH2:17][CH:18]([OH:20])[CH3:19]. Procedure details: General Procedure HH: To a solution of 1-iodo-2-(trifluoromethyl)benzene (1.5 g, 5.5 mmol) in THF (10.0 mL) was added 2.5 M of n-BuLi in hexane (2.2 mL) at −78° C. and stirred for 10 min. Propylene oxide (370 mg, 6.4 mmol) was added to the reaction mixture at −78° C. and slowly warmed to rt. The reaction mixture was stirred for an additional 30 min. The reaction mixture was quenched with sat. aq. NH4Cl and extracted with EtOAc. The organic layer was washed with brine, dried over anhydrous Na2SO4... Reactants: C(C)(=O)O[C@H]1[C@@H](O[C@@H]([C@H]([C@@H]1OC(C)=O)OC(C)=O)OC)C1=CC(=C(C=C1)Cl)CC1=CC2=C(OCCO2)C=C1 ((2S,3S,4R,5S,6S)-2-(4-Chloro-3-((2,3-dihydrobenzo[b][1,4]dioxin-6-yl)methyl)phenyl)-6-methoxytetrahydro-2H-pyran-3,4,5-triyl triacetate), C[O-].[Na+] (NaOMe). Run in CO (CH3OH). Run at time 1 hour. Yields the product ClC1=C(C=C(C=C1)[C@@H]1O[C@@H]([C@H]([C@@H]([C@H]1O)O)O)OC)CC1=CC2=C(OCCO2)C=C1 ((2S,3R,4R,5S,6S)-2-(4-Chloro-3-((2,3-dihydrobenzo[b][1,4]dioxin-6-yl)methyl)phenyl)-6-methoxy-tetrahydro-2H-pyran-3,4,5-triol). Isolated yield 60.8%. RXN SMILES: C([O:4][C@@H:5]1[C@@H:10]([O:11]C(=O)C)[C@H:9]([O:15]C(=O)C)[C@@H:8]([O:19][CH3:20])[O:7][C@H:6]1[C:21]1[CH:26]=[CH:25][C:24]([Cl:27])=[C:23]([CH2:28][C:29]2[CH:38]=[CH:37][C:32]3[O:33][CH2:34][CH2:35][O:36][C:31]=3[CH:30]=2)[CH:22]=1)(=O)C.C[O-].[Na+]>CO>[Cl:27][C:24]1[CH:25]=[CH:26][C:21]([C@H:6]2[C@H:5]([OH:4])[C@@H:10]([OH:11])[C@H:9]([OH:15])[C@@H:8]([O:19][CH3:20])[O:7]2)=[CH:22][C:23]=1[CH2:28][C:29]1[CH:38]=[CH:37][C:32]2[O:33][CH2:34][CH2:35][O:36][C:31]=2[CH:30]=1 |f:1.2|. Procedure: To a suspension of compound 140 (40 mg, 0.07 mmol) in CH3OH (5.0 mL) was added NaOMe (100 μL, 25% solution in CH3OH) at room temperature. After 1 h, the resulting mixture was concentrated in vacuo. The crude was purified by preparative HPLC (reverse phase) to provide the title compound (18 mg, 62%) as a white solid. Starting materials: CN=C(NC1=NN(N=C1)CCCCC(OC)=N)N (Methyl 5-[4-[2-methylguanidino)-1,2,3-triazol2-yl]valerimidate), C(C)(=O)NN (acethydrazide). Solvent: CO (MeOH). The product is C(C)(=O)NNC(CCCCN1N=CC(=N1)NC(=NC)N)=N (N-acetylamino-5[4-(2-methylguanidino)-1,2,3-triazol-2-yl]valeramidine). Reaction SMILES: [CH3:1][N:2]=[C:3]([NH2:18])[NH:4][C:5]1[CH:9]=[N:8][N:7]([CH2:10][CH2:11][CH2:12][CH2:13][C:14](=[NH:17])OC)[N:6]=1.[C:19]([NH:22][NH2:23])(=[O:21])[CH3:20]>CO>[C:19]([NH:22][NH:23][C:14](=[NH:17])[CH2:13][CH2:12][CH2:11][CH2:10][N:7]1[N:6]=[C:5]([NH:4][C:3]([NH2:18])=[N:2][CH3:1])[CH:9]=[N:8]1)(=[O:21])[CH3:20]. Reported procedure: Methyl 5-[4-[2-methylguanidino)-1,2,3-triazol2-yl]valerimidate (1.0 g.) in MeOH (12 ml.) was treated with acethydrazide (0.22 g.) and the solution stirred for 18 nours. Evaporation of the solvent and trituration of the resioue with ether/EtOH gave N-acetylamino-5[4-(2-methylguanidino)-1,2,3-triazol-2-yl]valeramidine as a yellow sticky solid [0.54 g.) which was used without further purification. Reactants: O=C([O-])[O-], C#CCBr, CC(C)=O, CN1CCNCC1, [Cs+], [Cs+]. Product: C#CCN1CCN(C)CC1. RXN SMILES: [C:12](=[O:13])([O-:14])[O-:15].[CH2:1]([C:2]#[CH:3])[Br:4].[CH3:18][C:19](=[O:20])[CH3:21].[CH3:5][N:6]1[CH2:7][CH2:8][NH:9][CH2:10][CH2:11]1.[Cs+:16].[Cs+:17]>>[CH2:1]([C:2]#[CH:3])[N:9]1[CH2:8][CH2:7][N:6]([CH3:5])[CH2:11][CH2:10]1. The reactants are CC1=NC=CC2=CC=CC=C12 (1-methylisoquinoline), Cl (hydrogen chloride), [H][H] (hydrogen). Reagents/catalysts: [Pt](=O)=O (platinum(IV) oxide). Run in CO (methanol). The product is CC1=NC=CC=2CCCCC12 (1-methyl-5,6,7,8-tetrahydroisoquinoline). The yield is 100.2%. As a reaction SMILES: [CH3:1][C:2]1[C:11]2[C:6](=[CH:7][CH:8]=[CH:9][CH:10]=2)[CH:5]=[CH:4][N:3]=1.Cl.[H][H]>CO.[Pt](=O)=O>[CH3:1][C:2]1[C:11]2[CH2:10][CH2:9][CH2:8][CH2:7][C:6]=2[CH:5]=[CH:4][N:3]=1. Reported procedure: A solution of 1-methylisoquinoline (1.0 g) in methanol (30 ml) was saturated with gaseous hydrogen chloride at room temperature. The mixture was treated with platinum(IV) oxide (0.2 g). The mixture was vigorous stirred under hydrogen atmosphere at room temperature until hydrogen absorption was stopped. The reaction mixture was filtered off to remove the catalyst. The filtrate was concentrated in vacuo and the residue was taken up with water. The mixture was alkalized with sodium carbonate and th...